Dataset: the Open Reaction Database (ORD), a public repository of structured organic reaction records. Task: describe an organic reaction: reactants, conditions, products, and yield The reactants are OC=1C=C(C=CC1)C=1C2=C(N=C(N1)N1CCOCC1)N(CC2)C2=CC=NC=C2 (4-(3-hydroxyphenyl)-2-(morpholin-4-yl)-7-(pyridin-4-yl)-6,7-dihydro-5H-pyrrolo[2,3-d]pyrimidine), C(C)(C)N(CC)C(C)C (diisopropylethylamine), C(C)N=C=O (ethyl isocyanate). Solvent: CN(C=O)C (dimethylformamide). Reaction conditions: temperature 60 celsius, time 12 hour. Product: C(C)NC(=O)OC=1C=C(C=CC1)C=1C2=C(N=C(N1)N1CCOCC1)N(CC2)C2=CC=NC=C2 (4-(3-Ethylaminocarbonyloxyphenyl)-2-(morpholin-4-yl)-7-(pyridin-4-yl)-6,7-dihydro-5H-pyrrolo[2,3-d]pyrimidine). Yield: 55.0%. RXN SMILES: [OH:1][C:2]1[CH:3]=[C:4]([C:8]2[C:9]3[CH2:22][CH2:21][N:20]([C:23]4[CH:28]=[CH:27][N:26]=[CH:25][CH:24]=4)[C:10]=3[N:11]=[C:12]([N:14]3[CH2:19][CH2:18][O:17][CH2:16][CH2:15]3)[N:13]=2)[CH:5]=[CH:6][CH:7]=1.C(N(C(C)C)CC)(C)C.[CH2:38]([N:40]=[C:41]=[O:42])[CH3:39]>CN(C)C=O>[CH2:38]([NH:40][C:41]([O:1][C:2]1[CH:3]=[C:4]([C:8]2[C:9]3[CH2:22][CH2:21][N:20]([C:23]4[CH:24]=[CH:25][N:26]=[CH:27][CH:28]=4)[C:10]=3[N:11]=[C:12]([N:14]3[CH2:19][CH2:18][O:17][CH2:16][CH2:15]3)[N:13]=2)[CH:5]=[CH:6][CH:7]=1)=[O:42])[CH3:39]. Procedure: Compound A-09 (4-(3-hydroxyphenyl)-2-(morpholin-4-yl)-7-(pyridin-4-yl)-6,7-dihydro-5H-pyrrolo[2,3-d]pyrimidine (34 mg, 0.09 mmol) obtained in Example 1-A-09 was dissolved in dimethylformamide (1 mL), and diisopropylethylamine (32 μL) and ethyl isocyanate (32 μL) were added, followed by stirring at 60° C. for 12 hours. The reaction mixture was poured onto water, followed by extraction with dichloromethane, and the organic layer was dried over sodium sulfate. After the drying agent was filtered of... Starting materials: O=C1CCC(=O)N1Br, ClCCl, Cc1ccc(F)cc1N, [Na+], [Na+], O=S([O-])([O-])=S. Yields the product Cc1cc(Br)c(F)cc1N. Reaction SMILES: [Br:10][N:11]1[C:12](=[O:13])[CH2:14][CH2:15][C:16]1=[O:17].[Cl:25][CH2:26][Cl:27].[F:1][c:2]1[cH:3][cH:4][c:5]([CH3:9])[c:6]([NH2:7])[cH:8]1.[Na+:23].[Na+:24].[S:18]([O-:19])([O-:20])(=[O:21])=[S:22]>>[F:1][c:2]1[c:3]([Br:10])[cH:4][c:5]([CH3:9])[c:6]([NH2:7])[cH:8]1. The reactants are FC=1C=C2C=CNC2=C(C1)CSC (5-Fluoro-7-[(methylsulfanyl)methyl]-1H-indole), ClC1=CC(=C(C(=C1)F)C(O)C1CC1)F ((4-Chloro-2,6-difluorophenyl)(cyclopropyl)methanol), ClC1=CC=C(C=C1)C(C1=CNC2=C(C=CC=C12)CSC)C1CC1 (3-[(4-Chlorophenyl)(cyclopropyl)methyl]-7-[(methylsulfanyl)methyl]-1H-indole). Yields the product ClC1=C(C=CC(=C1)F)C(C1=CNC2=C(C=C(C=C12)F)CSC)C1CC1 (3-[(2-Chloro-4-fluorophenyl)(cyclopropyl)methyl]-5-fluoro-7-[(methylsulfanyl) methyl]-1H-indole). RXN SMILES: [F:1]C1C=C2C(=C(CSC)C=1)NC=C2.[Cl:14][C:15]1[CH:20]=[C:19](F)[C:18](C(C2CC2)O)=[C:17]([F:27])[CH:16]=1.ClC1C=CC([CH:35]([CH:48]2[CH2:50][CH2:49]2)[C:36]2[C:44]3[C:39](=[C:40]([CH2:45][S:46][CH3:47])[CH:41]=[CH:42][CH:43]=3)[NH:38][CH:37]=2)=CC=1>>[Cl:14][C:15]1[CH:16]=[C:17]([F:27])[CH:18]=[CH:19][C:20]=1[CH:35]([CH:48]1[CH2:49][CH2:50]1)[C:36]1[C:44]2[C:39](=[C:40]([CH2:45][S:46][CH3:47])[CH:41]=[C:42]([F:1])[CH:43]=2)[NH:38][CH:37]=1. Procedure: The title compound was prepared starting from 200 mg (1.02 mmol) of the compound from Example 11A and 206 mg (1.02 mmol) of the compound from Example 156A in analogy to the synthesis of the compound from Example 227. 247 mg (64% of theory) of the target compound were obtained.